describe an organic reaction: reactants, conditions, products, and yield From a dataset of the Open Reaction Database (ORD), a public repository of structured organic reaction records. Starting materials: ClC=1C(=C(C(=O)O)C=C(C1F)F)F (3-chloro-2,4,5trifluorobenzoic acid), C(C(=O)Cl)(=O)Cl (oxalyl chloride). Reagents/catalysts: CN(C=O)C (dimethylformamide). Run in ClCCl (dichloromethane). Yields the product ClC=1C(=C(C(=O)Cl)C=C(C1F)F)F (3-Chloro-2,4,5-trifluorobenzoyl chloride). RXN SMILES: [Cl:1][C:2]1[C:3]([F:13])=[C:4]([CH:8]=[C:9]([F:12])[C:10]=1[F:11])[C:5](O)=[O:6].C(Cl)(=O)C([Cl:17])=O>CN(C)C=O.ClCCl>[Cl:1][C:2]1[C:3]([F:13])=[C:4]([CH:8]=[C:9]([F:12])[C:10]=1[F:11])[C:5]([Cl:17])=[O:6]. Procedure details: A solution of 9.4 g (45 mmol) of 3-chloro-2,4,5trifluorobenzoic acid (Example 3), oxalyl chloride, 7.6 g (60 mmol), 3 drops of dimethylformamide, and 100 ml of dichloromethane is stirred at room temperature for three hours. The solvent and excess oxalyl chloride are evaporated on the steam bath, and the residue is distilled at 121°-123° C. at 30 mm Hg to give 2.9 g of the title compound. Reactants: CC1=C(C(CC=C1)(C)C)C#CC(C)OC(C)=O (2,6,6-trimethyl-1-(3-acetoxy-but-1-ynyl)cyclohexa-1,3-diene), C(Cl)Cl (methylene chloride), C1(=CC=C(C=C1)S(=O)(=O)O)C (p-toluenesulfonic acid). Solvent: O (water), O (water). Product: C(\C=C\C)(=O)C1=C(C=CCC1(C)C)C (1-crotonoyl-2,6,6-trimethylcyclohexa-1,3-diene). The yield is 60.0%. As a reaction SMILES: [CH3:1][C:2]1[CH:7]=[CH:6][CH2:5][C:4]([CH3:9])([CH3:8])[C:3]=1[C:10]#[C:11][CH:12](OC(=O)C)[CH3:13].C(Cl)Cl.C1(C)C=CC(S(O)(=O)=[O:28])=CC=1>O>[C:10]([C:3]1[C:4]([CH3:9])([CH3:8])[CH2:5][CH:6]=[CH:7][C:2]=1[CH3:1])(=[O:28])/[CH:11]=[CH:12]/[CH3:13]. Procedure: In a 100 ml. three-necked flask fitted with a mechanical stirrer and a Dean-Stark water separator provided with a reflux condenser, a solution of 5 g. of 2,6,6-trimethyl-1-(3-acetoxy-but-1-ynyl)cyclohexa-1,3-diene in 70 ml. of methylene chloride is refluxed while stirring. Then 0.2 g. of p-toluenesulfonic acid is added and the reaction mixture is refluxed for an additional 4 to 5 hours. The reaction mixture is cooled and poured into 70 ml. of water. The organic layer is separated, subsequently w... Starting materials: NC1=C(C=CC=C1OC1=C(C=CC=C1)C)CC(=O)OCC (ethyl 2-[2-amino-3-(o-tolyloxy)phenyl]acetate), [OH-].[Na+] (sodium hydroxide), O (water). Run in O1CCOCC1 (dioxane). Product: NC1=C(C=CC=C1OC1=C(C=CC=C1)C)CC(=O)O (2-[2-amino-3-(o-tolyloxy)phenyl]acetic acid). Isolated yield 71.6%. RXN SMILES: [NH2:1][C:2]1[C:7]([O:8][C:9]2[CH:14]=[CH:13][CH:12]=[CH:11][C:10]=2[CH3:15])=[CH:6][CH:5]=[CH:4][C:3]=1[CH2:16][C:17]([O:19]CC)=[O:18].[OH-].[Na+].O>O1CCOCC1>[NH2:1][C:2]1[C:7]([O:8][C:9]2[CH:14]=[CH:13][CH:12]=[CH:11][C:10]=2[CH3:15])=[CH:6][CH:5]=[CH:4][C:3]=1[CH2:16][C:17]([OH:19])=[O:18] |f:1.2|. Procedure: A mixture of ethyl 2-[2-amino-3-(o-tolyloxy)phenyl]acetate (3.1 g.), sodium hydroxide (0.9 g.), water (20 ml.) and dioxane (20 ml.) was treated in a similar manner to that of Example 2-(2) to give crystals of 2-[2-amino-3-(o-tolyloxy)phenyl]acetic acid (2.0 g.). Thus obtained compound was dissolved in a solution of sodium bicarbonate (0.343 g.) in water (50 ml.) under heating and filtered. The filtrate was lyophilized to give sodium 2-[2-amino-3-(o-tolyloxy)phenyl]acetate (1.1 g.). mp >150° C. The reactants are c1ccc(CC2CCNC2)cc1, CC(C)CCNC(=O)c1ccc(Cl)nn1. The product is CC(C)CCNC(=O)c1ccc(N2CCC(Cc3ccccc3)C2)nn1. As a reaction SMILES: [CH2:16]([c:17]1[cH:18][cH:19][cH:20][cH:21][cH:22]1)[CH:23]1[CH2:24][NH:25][CH2:26][CH2:27]1.[Cl:1][c:2]1[cH:3][cH:4][c:5]([C:8](=[O:9])[NH:10][CH2:11][CH2:12][CH:13]([CH3:14])[CH3:15])[n:6][n:7]1>>[c:2]1([N:25]2[CH2:24][CH:23]([CH2:16][c:17]3[cH:18][cH:19][cH:20][cH:21][cH:22]3)[CH2:27][CH2:26]2)[cH:3][cH:4][c:5]([C:8](=[O:9])[NH:10][CH2:11][CH2:12][CH:13]([CH3:14])[CH3:15])[n:6][n:7]1. The reactants are FC=1C=C(C=C(C1)F)C1(C(N(C(N1CC(=O)O)=O)CC)=O)C ([5-(3,5-difluorophenyl)-5-methyl-2,4-dioxo-3-ethylimidazolidin-1-yl]acetic acid), Intermediate 17, NC=1C=C2C[C@]3(C(NC4=NC=CC=C43)=O)CC2=CC1 ((R)-5-amino-1,3-dihydrospiro[indene-2,3′-pyrrolo[2,3-b]pyridin]-2′(1′H)-one), NC=1C=C2C[C@]3(C(NC4=NC=CC=C43)=O)CC2=CC1 ((R)-5-amino-1,3-dihydrospiro[indene-2,3′-pyrrolo[2,3-b]pyridin]-2′(1′H)-one), C=1C=CC2=C(C1)N=NN2O (HOBT), C(CCl)Cl (EDC), C(C)(C)N(C(C)C)CC (N,N-diisopropylethylamine). Run in CN(C)C=O (DMF). Reaction conditions: temperature 50 celsius, time 2 hour. The product is FC=1C=C(C=C(C1)F)C1(C(N(C(N1CC(=O)NC=1C=C2C[C@]3(C(NC4=NC=CC=C43)=O)CC2=CC1)=O)CC)=O)C (2-[5-(3,5-Difluorophenyl)-3-ethyl-5-methyl-2,4-dioxoimidazolidin-1-yl]-N-[(2R)-2′-oxo-1,1′,2′,3-tetrahydrospiro[indene-2,3′-pyrrolo[2,3-b]pyridin]-5-yl]acetamide). As a reaction SMILES: [F:1][C:2]1[CH:3]=[C:4]([C:9]2([CH3:22])[N:13]([CH2:14][C:15]([OH:17])=O)[C:12](=[O:18])[N:11]([CH2:19][CH3:20])[C:10]2=[O:21])[CH:5]=[C:6]([F:8])[CH:7]=1.[NH2:23][C:24]1[CH:25]=[C:26]2[C:39](=[CH:40][CH:41]=1)[CH2:38][C@:28]1([C:36]3[C:31](=[N:32][CH:33]=[CH:34][CH:35]=3)[NH:30][C:29]1=[O:37])[CH2:27]2.C1C=CC2N(O)N=NC=2C=1.C(Cl)CCl.C(N(CC)C(C)C)(C)C>CN(C=O)C>[F:8][C:6]1[CH:5]=[C:4]([C:9]2([CH3:22])[N:13]([CH2:14][C:15]([NH:23][C:24]3[CH:25]=[C:26]4[C:39](=[CH:40][CH:41]=3)[CH2:38][C@:28]3([C:36]5[C:31](=[N:32][CH:33]=[CH:34][CH:35]=5)[NH:30][C:29]3=[O:37])[CH2:27]4)=[O:17])[C:12](=[O:18])[N:11]([CH2:19][CH3:20])[C:10]2=[O:21])[CH:3]=[C:2]([F:1])[CH:7]=1. Procedure details: A mixture of [5-(3,5-difluorophenyl)-5-methyl-2,4-dioxo-3-ethylimidazolidin-1-yl]acetic acid, isomer A (18 mg, 0.058 mmol, described in Intermediate 17), (R)-5-amino-1,3-dihydrospiro[indene-2,3′-pyrrolo[2,3-b]pyridin]-2′(1′H)-one (14 mg, 0.058 mmol, described in Intermediate 3), HOBT (13 mg, 0.086 mmol), EDC (17 mg, 0.086 mmol), and N,N-diisopropylethylamine (0.050 mL, 0.29 mmol) in DMF (0.5 mL) was stirred at 50° C. for 2 h. The reaction mixture was purified directly by HPLC using a reversed ph... Starting materials: NC1=C(C=CC=2C(C3=CC=CC=C3C(C12)=O)=O)C (1-amino-2-methylanthraquinone), BrBr (bromine). Run in CC(=O)O (HOAc). Conditions: temperature 40 celsius. The product is NC1=C(C=C(C=2C(C3=CC=CC=C3C(C12)=O)=O)Br)C (1-amino-2-methyl-4-bromoanthraquinone). Isolated yield 90.0%. RXN SMILES: [NH2:1][C:2]1[C:15]2[C:14](=[O:16])[C:13]3[C:8](=[CH:9][CH:10]=[CH:11][CH:12]=3)[C:7](=[O:17])[C:6]=2[CH:5]=[CH:4][C:3]=1[CH3:18].[Br:19]Br>CC(O)=O>[NH2:1][C:2]1[C:15]2[C:14](=[O:16])[C:13]3[C:8](=[CH:9][CH:10]=[CH:11][CH:12]=3)[C:7](=[O:17])[C:6]=2[C:5]([Br:19])=[CH:4][C:3]=1[CH3:18]. Procedure: 1-amino-2-methylanthraquinone (300 g) is slurried with 1500 ml of HOAc in a 5-liter flask. The temperature is raised to 40° C. Neat bromine (405 g) is added over a 21/2 hours with stirring at 40°-50° C. The mixture is stirred for 20 additional minutes and filtered. The solids so recovered are washed with HOAc and water and sucked dry with an aspirator and transferred to a reaction flask along with 150 g of NaHSO3 and 1.5 liters of water. The mixture is gradually heated to 90° C. (over two hours)...